From a dataset of the Open Reaction Database (ORD), a public repository of structured organic reaction records. describe an organic reaction: reactants, conditions, products, and yield Starting materials: C(C)(=O)OC1=C(C(=C(C(=C1C)C)OC(C)=O)C)CC=O (2,5-diacetyloxy-3,4,6-trimethylphenylacetaldehyde), C(=O)(OCC)C=P(C1=CC=CC=C1)(C1=CC=CC=C1)C1=CC=CC=C1 (carboethoxymethylentriphenylphosphorane). Product: C(C)(=O)OC1=C(C(=C(C(=C1C)C)OC(C)=O)C)C/C=C/C(=O)OCC (ethyl trans-4-(2,5-diacetyloxy-3,4,6-trimethylphenyl)-2-butenoate). RXN SMILES: [C:1]([O:4][C:5]1[C:10]([CH3:11])=[C:9]([CH3:12])[C:8]([O:13][C:14](=[O:16])[CH3:15])=[C:7]([CH3:17])[C:6]=1[CH2:18][CH:19]=O)(=[O:3])[CH3:2].[C:21]([CH:26]=P(C1C=CC=CC=1)(C1C=CC=CC=1)C1C=CC=CC=1)([O:23][CH2:24][CH3:25])=[O:22]>>[C:1]([O:4][C:5]1[C:10]([CH3:11])=[C:9]([CH3:12])[C:8]([O:13][C:14](=[O:16])[CH3:15])=[C:7]([CH3:17])[C:6]=1[CH2:18]/[CH:19]=[CH:26]/[C:21]([O:23][CH2:24][CH3:25])=[O:22])(=[O:3])[CH3:2]. Reported procedure: In the first step a condensation according to Wittig is carried out between 2,5-diacetyloxy-3,4,6-trimethylphenylacetaldehyde and carboethoxymethylentriphenylphosphorane, dissolving the two compounds in a suitable organic solvent under stirring, bringing then the solution to boil and refluxing it for a sufficiently long time. By evaporation of the solvent, ethyl trans-4-(2,5-diacetyloxy-3,4,6-trimethylphenyl)-2-butenoate is obtained, which is crystallized by a suitable solvent.